This data is from the Open Reaction Database (ORD), a public repository of structured organic reaction records. The task is: describe an organic reaction: reactants, conditions, products, and yield Reactants: NC1CCN(CC1)C1=NC=NC2=CC(=C(C=C12)OC)OC (4-Amino-1-(6,7-dimethoxyquinazolin-4-yl)piperidine), C(=O)(OC(C)(C)C)N[C@@H](C(C)C)C(=O)O (Boc-L-valine), C1(CCCCC1)N=C=NC1CCCCC1 (N,N'-dicyclohexylcarbodiimide). Run in C(C)#N (acetonitrile). Conditions: time 30 minute. The product is C(=O)(OC(C)(C)C)N[C@@H](C(C)C)C(=O)NC1CCN(CC1)C1=NC=NC2=CC(=C(C=C12)OC)OC (4(Boc-L-valyl)amino-1-(6,7-dimethoxyquinazolin-4-yl)piperidine). Isolated yield 65.7%. RXN SMILES: [NH2:1][CH:2]1[CH2:7][CH2:6][N:5]([C:8]2[C:17]3[C:12](=[CH:13][C:14]([O:20][CH3:21])=[C:15]([O:18][CH3:19])[CH:16]=3)[N:11]=[CH:10][N:9]=2)[CH2:4][CH2:3]1.[C:22]([NH:29][C@H:30]([C:34](O)=[O:35])[CH:31]([CH3:33])[CH3:32])([O:24][C:25]([CH3:28])([CH3:27])[CH3:26])=[O:23].C1(N=C=NC2CCCCC2)CCCCC1>C(#N)C>[C:22]([NH:29][C@H:30]([C:34]([NH:1][CH:2]1[CH2:3][CH2:4][N:5]([C:8]2[C:17]3[C:12](=[CH:13][C:14]([O:20][CH3:21])=[C:15]([O:18][CH3:19])[CH:16]=3)[N:11]=[CH:10][N:9]=2)[CH2:6][CH2:7]1)=[O:35])[CH:31]([CH3:32])[CH3:33])([O:24][C:25]([CH3:26])([CH3:28])[CH3:27])=[O:23]. Procedure details: 4-Amino-1-(6,7-dimethoxyquinazolin-4-yl)piperidine (0.9 g) was added to a mixture of Boc-L-valine (1.3 g), N,N'-dicyclohexylcarbodiimide (0.7 g) and acetonitrile (30 ml) while cooling with ice. The mixture was further stirred at room temperature for 30 minutes. Insoluble substances were removed from the reaction solution by filtration. The filtrate was concentrated and partitioned between ethyl acetate and a saturated aqueous solution of NaHCO3. The organic layer was dried over anhydrous magnesi... Reaction SMILES: [NH2:1][CH:2]([CH:17]1[CH2:22][CH2:21][CH2:20][CH2:19][CH2:18]1)[CH2:3][CH2:4][C:5]([N:7]([CH:11]1[CH2:16][CH2:15][CH2:14][CH2:13][CH2:12]1)[CH2:8][CH2:9][OH:10])=[O:6].[N+:23]([C:26]1[C:27]([CH:39]=O)=[CH:28][C:29]([O:32][C:33]2[CH:38]=[CH:37][CH:36]=[CH:35][CH:34]=2)=[N:30][CH:31]=1)([O-:25])=[O:24].[BH-](OC(C)=O)(OC(C)=O)OC(C)=O.[Na+].[OH-].[Na+]>ClCCCl>[CH:17]1([CH:2]([NH:1][CH2:39][C:27]2[C:26]([N+:23]([O-:25])=[O:24])=[CH:31][N:30]=[C:29]([O:32][C:33]3[CH:34]=[CH:35][CH:36]=[CH:37][CH:38]=3)[CH:28]=2)[CH2:3][CH2:4][C:5]([N:7]([CH:11]2[CH2:12][CH2:13][CH2:14][CH2:15][CH2:16]2)[CH2:8][CH2:9][OH:10])=[O:6])[CH2:18][CH2:19][CH2:20][CH2:21][CH2:22]1 |f:2.3,4.5|. The reactants are [OH-].[Na+] (NaOH), NC(CCC(=O)N(CCO)C1CCCCC1)C1CCCCC1 (4-amino-4,N-dicyclohexyl-N-(2-hydroxy-ethyl)-butyramide), [N+](=O)([O-])C=1C(=CC(=NC1)OC1=CC=CC=C1)C=O (5-nitro-2-phenoxypyridine-4-carbaldehyde), [BH-](OC(=O)C)(OC(=O)C)OC(=O)C.[Na+] (NaBH(OAc)3). Procedure: To a solution of 4-amino-4,N-dicyclohexyl-N-(2-hydroxy-ethyl)-butyramide (2.0 g, 6.5 mmol) and 5-nitro-2-phenoxypyridine-4-carbaldehyde (1.6 g, 6.5 mmol) in 1,2 dichloroethane (50 mL), NaBH(OAc)3 (2.0 g, 9.4 mmol) was added, and the reaction mixture was stirred at room temperature overnight. After the addition of 1N NaOH solution, the reaction mixture was then extracted with EtOAc (200 mL×2). The organic layer was dried with Mg2SO4 and then evaporated to a residue which was purified by column ch... The solvent is ClCCCl (1,2 dichloroethane). Run at time 8 hour. The product is C1(CCCCC1)C(CCC(=O)N(CCO)C1CCCCC1)NCC1=CC(=NC=C1[N+](=O)[O-])OC1=CC=CC=C1 (4,N-dicyclohexyl-N-(2-hydroxy-ethyl)-4-[(5-nitro-2-phenoxy-pyridin-4-ylmethyl)-amino]-butyramide). The reactants are ice water, C([O-])([O-])=O.[Na+].[Na+] (sodium carbonate), [N+](=O)([O-])C=1C=C(C=CC1)S(=O)(=O)NCC(F)(F)F (3-nitro-N-(2,2,2-trifluoro-ethyl)-benzenesulfonamide), S(=O)([O-])S(=O)[O-].[Na+].[Na+] (sodium dithionite), COC(C)O (methoxyethanol), Cl (HCl). Solvent: O (water), O (water). Run at temperature 100 celsius, time 2 hour. Yields the product NC=1C=C(C=CC1)S(=O)(=O)NCC(F)(F)F (3-Amino-N-(2,2,2-trifluoro-ethyl)-benzenesulfonamide). Isolated yield 73.3%. As a reaction SMILES: [N+:1]([C:4]1[CH:5]=[C:6]([S:10]([NH:13][CH2:14][C:15]([F:18])([F:17])[F:16])(=[O:12])=[O:11])[CH:7]=[CH:8][CH:9]=1)([O-])=O.S(S([O-])=O)([O-])=O.[Na+].[Na+].COC(O)C.Cl.C(=O)([O-])[O-].[Na+].[Na+]>O>[NH2:1][C:4]1[CH:5]=[C:6]([S:10]([NH:13][CH2:14][C:15]([F:18])([F:16])[F:17])(=[O:12])=[O:11])[CH:7]=[CH:8][CH:9]=1 |f:1.2.3,6.7.8|. Procedure details: A mixture of 3-nitro-N-(2,2,2-trifluoro-ethyl)-benzenesulfonamide (3.12 g, 11 mmol), sodium dithionite (8.09 g, 40 mmol), water (21.5 ml) and 2 methoxyethanol (21.5 ml) was stirred at 100° C. for 2 h, additional water (18.5 ml) was added at 70° C. and subsequently HCl (37%, 18.5 ml) was added over a period of 10 min (SO2 evolution). The reaction mixture was stirred at 70° C. for 20 min, poured into ice/water (50 ml) and sodium carbonate was added until the solution proofed to be basic. The solut...